From a dataset of the Open Reaction Database (ORD), a public repository of structured organic reaction records. describe an organic reaction: reactants, conditions, products, and yield The reactants are CC(C(=O)C1=CC=CC=C1)C(CC(=O)C1=CC=CC=C1)=O (2-methyl-1,5-diphenyl-1,3,5-pentanetrione), ClC1=C(N)C=C(C=C1)[N+](=O)[O-] (2-chloro-5-nitroaniline), C1(=CC=C(C=C1)S(=O)(=O)O)C (para-toluenesulfonic acid), 5A. Run in ClC1=CC=CC=C1 (chlorobenzene). Product: ClC1=C(C=C(C=C1)[N+](=O)[O-])N1C(=C(C(C=C1C1=CC=CC=C1)=O)C)C1=CC=CC=C1 (1-(2-chloro-5-nitrophenyl)-3-methyl-2,6-diphenyl-4(1H)-pyridinone). As a reaction SMILES: [CH3:1][CH:2]([C:11](=[O:21])[CH2:12][C:13]([C:15]1[CH:20]=[CH:19][CH:18]=[CH:17][CH:16]=1)=O)[C:3]([C:5]1[CH:10]=[CH:9][CH:8]=[CH:7][CH:6]=1)=O.[Cl:22][C:23]1[CH:29]=[CH:28][C:27]([N+:30]([O-:32])=[O:31])=[CH:26][C:24]=1[NH2:25].C1(C)C=CC(S(O)(=O)=O)=CC=1>ClC1C=CC=CC=1>[Cl:22][C:23]1[CH:29]=[CH:28][C:27]([N+:30]([O-:32])=[O:31])=[CH:26][C:24]=1[N:25]1[C:13]([C:15]2[CH:20]=[CH:19][CH:18]=[CH:17][CH:16]=2)=[CH:12][C:11](=[O:21])[C:2]([CH3:1])=[C:3]1[C:5]1[CH:10]=[CH:9][CH:8]=[CH:7][CH:6]=1. Reported procedure: To 170 ml of chlorobenzene were added 3.4 g (0.012 mole) of 2-methyl-1,5-diphenyl-1,3,5-pentanetrione, 10.4 g (0.060 mole) of 2-chloro-5-nitroaniline, 4.1 g (0.022 mole) of para-toluenesulfonic acid and 35.0 g of Molecular Sieves 5A, followed by refluxing for 2 hours. After cooling the reaction mixture, solid matter was removed from the reaction mixture, followed by addition of 200 ml of chloroform. The resultant mixture was washed first with 100 ml of 10% hydrochloric acid and then with 100 ml ... Starting materials: Cc1ccc(-c2cccc(C(=O)CC(=O)Nc3cc(Cl)ccc3NC(=O)OC(C)(C)C)c2)cn1, ClCCl, O=C(O)C(F)(F)F. Product: Cc1ccc(-c2cccc(C3=Nc4ccc(Cl)cc4NC(=O)C3)c2)cn1. As a reaction SMILES: [C:1]([O:2][C:3](=[O:4])[NH:7][c:8]1[c:9]([NH:15][C:16]([CH2:17][C:18](=[O:5])[c:20]2[cH:21][c:22](-[c:26]3[cH:27][n:28][c:29]([CH3:32])[cH:30][cH:31]3)[cH:23][cH:24][cH:25]2)=[O:33])[cH:10][c:11]([Cl:14])[cH:12][cH:13]1)([CH3:6])([CH3:19])[CH3:34].[Cl:42][CH2:43][Cl:44].[F:35][C:36]([F:37])([F:38])[C:39]([OH:40])=[O:41]>>[N:7]1=[C:18]([c:20]2[cH:21][c:22](-[c:26]3[cH:27][n:28][c:29]([CH3:32])[cH:30][cH:31]3)[cH:23][cH:24][cH:25]2)[CH2:17][C:16](=[O:33])[NH:15][c:9]2[c:8]1[cH:13][cH:12][c:11]([Cl:14])[cH:10]2.